From a dataset of the Open Reaction Database (ORD), a public repository of structured organic reaction records. describe an organic reaction: reactants, conditions, products, and yield The reactants are CN1C(=NC(=CC1=O)N1CCOCC1)CC(=O)[O-].[Na+] (sodium [1-methyl-4-(morpholin-4-yl)-6-oxo-1,6-dihydropyrimidin-2-yl]acetate), FC(C=1C=C(N)C=CC1F)F (3-(difluoromethyl)-4-fluoroaniline), Cl.CN(CCCN=C=NCC)C (N-[3-(dimethylamino)propyl]-N′-ethylcarbodiimide hydrochloride). The solvent is N1=CC=CC=C1 (pyridine), CN(C=O)C (N,N-dimethylformamide). Product: FC(C=1C=C(C=CC1F)NC(CC=1N(C(C=C(N1)N1CCOCC1)=O)C)=O)F (N-[3-(difluoromethyl)-4-fluorophenyl]-2-[1-methyl-4-(morpholin-4-yl)-6-oxo-1,6-dihydropyrimidin-2-yl]acetamide). Isolated yield 24.7%. Reaction SMILES: [CH3:1][N:2]1[C:7](=[O:8])[CH:6]=[C:5]([N:9]2[CH2:14][CH2:13][O:12][CH2:11][CH2:10]2)[N:4]=[C:3]1[CH2:15][C:16]([O-:18])=O.[Na+].[F:20][CH:21]([F:30])[C:22]1[CH:23]=[C:24]([CH:26]=[CH:27][C:28]=1[F:29])[NH2:25].Cl.CN(C)CCCN=C=NCC>N1C=CC=CC=1.CN(C)C=O>[F:30][CH:21]([F:20])[C:22]1[CH:23]=[C:24]([NH:25][C:16](=[O:18])[CH2:15][C:3]2[N:2]([CH3:1])[C:7](=[O:8])[CH:6]=[C:5]([N:9]3[CH2:10][CH2:11][O:12][CH2:13][CH2:14]3)[N:4]=2)[CH:26]=[CH:27][C:28]=1[F:29] |f:0.1,3.4|. Procedure: The product is prepared according to the procedure described in example 5, but using 275 mg of sodium [1-methyl-4-(morpholin-4-yl)-6-oxo-1,6-dihydropyrimidin-2-yl]acetate prepared in stage 1 of example 68, 322 mg of 3-(difluoromethyl)-4-fluoroaniline (example 76, stage 2), and 250 mg of N-[3-(dimethylamino)propyl]-N′-ethylcarbodiimide hydrochloride in a mixture of 0.16 ml of pyridine and 4 ml of N,N-dimethylformamide. 98 mg of N-[3-(difluoromethyl)-4-fluorophenyl]-2-[1-methyl-4-(morpholin-4-yl)-...